From a dataset of the Open Reaction Database (ORD), a public repository of structured organic reaction records. describe an organic reaction: reactants, conditions, products, and yield The reactants are C(C)O (ethanol), C4+, C1(\C=C/C(=O)O1)=O (maleic anhydride). The solvent is C(CC)O (propanol). Yields the product C(CCCO)O (butane-1,4-diol), C1(CCCO1)=O (γ-butyrolactone). RXN SMILES: [C:1]1(=O)[O:6][C:4](=[O:5])[CH:3]=[CH:2]1.C(O)C>C(O)CC>[CH2:1]([OH:6])[CH2:2][CH2:3][CH2:4][OH:5].[C:4]1(=[O:5])[O:6][CH2:1][CH2:2][CH2:3]1. Procedure details: In the case when the C4+ hydrogenation feedstock is the crude maleic anhydride stream, then the light impurities are also hydrogenated in the hydrogenation step and result in light hydrogenation products including ethanol and propanol, which can be removed from the hydrogenation product as an overhead product by distillation. Heavy impurities and heavy impurity hydrogenation products can be separated by conventional distillation techniques as a bottom product from the crude hydrogenation product...